The task is: describe an organic reaction: reactants, conditions, products, and yield. This data is from the Open Reaction Database (ORD), a public repository of structured organic reaction records. The solvent is O (Water), CS(=O)C (dimethyl sulfoxide), CS(=O)C (dimethyl sulfoxide). Reagents/catalysts: [Br-].C(C)[P+](C1=CC=CC=C1)(C1=CC=CC=C1)C1=CC=CC=C1 (ethyl triphenylphosphonium bromide). Yields the product COCOCC=1N=C(OC1CCC)C1=CC=CC=C1 (4-methoxymethoxymethyl-2-phenyl-5-propyloxazole). Procedure: To a mixture of dimethyl sulfoxide (80 mL) and tetrahydrofuran (200 mL) was added sodium hydride (6.0%, oil, 1.81 g) at room temperature and the mixture was stirred at 50° C. for 1.5 hrs. After allowing the reaction mixture to cool to room temperature, ethyl triphenylphosphonium bromide (13.66 g) was added and the mixture was stirred at room temperature for 30 min. A solution (20 mL) of 4-methoxymethoxymethyl-2-phenyl-5-oxazolecarbaldehyde (7.0 g) in dimethyl sulfoxide was added to the reaction ... Reaction conditions: temperature 50 celsius, time 1.5 hour. Isolated yield 36.0%. Reaction SMILES: O1CC[CH2:3][CH2:2]1.[H-].[Na+].[CH3:8][O:9][CH2:10][O:11][CH2:12][C:13]1[N:14]=[C:15]([C:20]2[CH:25]=[CH:24][CH:23]=[CH:22][CH:21]=2)[O:16][C:17]=1[CH:18]=O.Cl>[Br-].C([P+](C1C=CC=CC=1)(C1C=CC=CC=1)C1C=CC=CC=1)C.CS(C)=O.O>[CH3:8][O:9][CH2:10][O:11][CH2:12][C:13]1[N:14]=[C:15]([C:20]2[CH:21]=[CH:22][CH:23]=[CH:24][CH:25]=2)[O:16][C:17]=1[CH2:18][CH2:2][CH3:3] |f:1.2,5.6|. The reactants are COCOCC=1N=C(OC1C=O)C1=CC=CC=C1 (4-methoxymethoxymethyl-2-phenyl-5-oxazolecarbaldehyde), Cl (hydrochloric acid), [H-].[Na+] (sodium hydride), O1CCCC1 (tetrahydrofuran). Starting materials: COC(=O)c1ccc(C2=NOC(c3cc(Cl)cc(Cl)c3)(C(F)(F)F)C2)cc1C(F)(F)F, CO, [Na+], [OH-], O. Yields the product O=C(O)c1ccc(C2=NOC(c3cc(Cl)cc(Cl)c3)(C(F)(F)F)C2)cc1C(F)(F)F. Reaction SMILES: [CH3:1][O:2][C:3]([c:4]1[c:5]([C:27]([F:28])([F:29])[F:30])[cH:6][c:7]([C:10]2=[N:11][O:12][C:13]([C:15]([F:16])([F:17])[F:18])([c:19]3[cH:20][c:21]([Cl:26])[cH:22][c:23]([Cl:25])[cH:24]3)[CH2:14]2)[cH:8][cH:9]1)=[O:31].[CH3:34][OH:35].[Na+:33].[OH-:32].[OH2:36]>>[O:2]=[C:3]([c:4]1[c:5]([C:27]([F:28])([F:29])[F:30])[cH:6][c:7]([C:10]2=[N:11][O:12][C:13]([C:15]([F:16])([F:17])[F:18])([c:19]3[cH:20][c:21]([Cl:26])[cH:22][c:23]([Cl:25])[cH:24]3)[CH2:14]2)[cH:8][cH:9]1)[OH:31]. Reactants: NC1=NC=C(C=C1)I (2-amino-5-iodopyridine), C[O-].[Na+] (sodium methoxide). The reagents and catalysts are [Cu] (copper). Run in CO (methanol). Yields the product NC1=NC=C(C=C1)OC (2-amino-5-methoxy pyridine). RXN SMILES: [NH2:1][C:2]1[CH:7]=[CH:6][C:5](I)=[CH:4][N:3]=1.[CH3:9][O-:10].[Na+]>[Cu].CO>[NH2:1][C:2]1[CH:7]=[CH:6][C:5]([O:10][CH3:9])=[CH:4][N:3]=1 |f:1.2|. Procedure details: 2-Amino-5-methoxypyridine is prepared by combining 55 g. of 2-amino-5-iodopyridine, 20 g. of sodium methoxide, 5 g. of copper powder, 500 ml. of methanol in a glass lined bomb and rocking at 150° C. for 12 hours. Upon concentration to dryness, an extraction with chloroform extracts are dried and evaporated to dryness in vacuo. The residue is chromatographed on 1200 g. of silica gel eluting with 50% ethylacetate and methylenechloride affording 2-amino-5-methoxy pyridine. Starting materials: C(C)OCCNCCOCC (Bis-(2-ethoxyethyl)amine), C[Al](C)C (trimethylaluminum), resulting solution, ClC1=CC2=C(C(C3=C(C(N2)=O)NN=C3C(=O)OCC)=O)C=C1 (7-chloro-3-(ethoxycarbonyl)pyrazolo[3,4-c][1]benzazepine-4,10(1H,9H)-dione). The solvent is C1(=CC=CC=C1)C (toluene), C1(=CC=CC=C1)C (toluene). Reaction conditions: time 20 minute. Yields the product ClC1=CC2=C(C(C3=C(C(N2)=O)NN=C3C(N(CCOCC)CCOCC)=O)=O)C=C1 (7-Chloro-3-[N,N-bis-(2-ethoxyethyl)carbamoyl]pyrazolo[3,4-c][1]benzazepine-4,10(1H,9H)-dione). The yield is 44.7%. As a reaction SMILES: [CH2:1]([O:3][CH2:4][CH2:5][NH:6][CH2:7][CH2:8][O:9][CH2:10][CH3:11])[CH3:2].C[Al](C)C.[Cl:16][C:17]1[CH:37]=[CH:36][C:20]2[C:21](=[O:35])[C:22]3[C:29]([C:30](OCC)=[O:31])=[N:28][NH:27][C:23]=3[C:24](=[O:26])[NH:25][C:19]=2[CH:18]=1>C1(C)C=CC=CC=1>[Cl:16][C:17]1[CH:37]=[CH:36][C:20]2[C:21](=[O:35])[C:22]3[C:29]([C:30](=[O:31])[N:6]([CH2:5][CH2:4][O:3][CH2:1][CH3:2])[CH2:7][CH2:8][O:9][CH2:10][CH3:11])=[N:28][NH:27][C:23]=3[C:24](=[O:26])[NH:25][C:19]=2[CH:18]=1. Procedure: Bis-(2-ethoxyethyl)amine (560 μL, 3.13 mmol) was added to a solution of trimethylaluminum in toluene (1.56 mL, 3.13 mmol) and the solution was stirred for 20 minutes. A portion (424 μL) of the resulting solution was added to a solution of 7-chloro-3-(ethoxycarbonyl)pyrazolo[3,4-c][1]benzazepine-4,10(1H,9H)-dione (100 mg, 0.313 mmol) in toluene (780 μL). The resulting solution was stirred for 4.5 hours at room temperature and then quenched with aqueous hydrochloric acid (1.5 mL, 1N) and water (20...